The task is: describe an organic reaction: reactants, conditions, products, and yield. This data is from the Open Reaction Database (ORD), a public repository of structured organic reaction records. The reactants are [OH-].[Na+] (sodium hydroxide), Cl[O-].[Na+] (sodium hypochlorite), C(C1=CC=CC=C1)OC=1C=C(C=CC1)\C=N\O ((E)-1-(3-(benzyloxy)phenyl)-N-hydroxymethanimine), C=C(C(=O)OC)CC(=O)OC (dimethyl 2-methylenesuccinate). Solvent: C1CCOC1 (THF), CO (methanol). Conditions: time 1 hour. The product is C(C1=CC=CC=C1)OC=1C=C(C=CC1)C1=NOC(C1)(C(=O)O)CC(=O)O (3-(3-(Benzyloxy)phenyl)-5-(carboxymethyl)-4,5-dihydro-1,2-oxazole-5-carboxylic acid). The yield is 92.9%. RXN SMILES: Cl[O-].[Na+].[CH2:4]([O:11][C:12]1[CH:13]=[C:14](/[CH:18]=[N:19]/[OH:20])[CH:15]=[CH:16][CH:17]=1)[C:5]1[CH:10]=[CH:9][CH:8]=[CH:7][CH:6]=1.[CH2:21]=[C:22]([CH2:27][C:28]([O:30]C)=[O:29])[C:23]([O:25]C)=[O:24].[OH-].[Na+]>C1COCC1.CO>[CH2:4]([O:11][C:12]1[CH:13]=[C:14]([C:18]2[CH2:21][C:22]([CH2:27][C:28]([OH:30])=[O:29])([C:23]([OH:25])=[O:24])[O:20][N:19]=2)[CH:15]=[CH:16][CH:17]=1)[C:5]1[CH:6]=[CH:7][CH:8]=[CH:9][CH:10]=1 |f:0.1,4.5|. Procedure details: An aqueous sodium hypochlorite solution (5%, 1081 g) was added dropwise to a solution of (E)-1-(3-(benzyloxy)phenyl)-N-hydroxymethanimine (150 g) and dimethyl 2-methylenesuccinate (104 g) in THF (1500 mL) at 5 C (internal temperature: 30 C or lower) over 1 hour, and then, the obtained mixture was stirred at 5 C for 1 hour. To the reaction mixture, methanol (750 mL) was added, and then, a 2 M aqueous sodium hydroxide solution (750 mL) was added dropwise at 5 C (internal temperature: 20 C or lower...